This data is from the Open Reaction Database (ORD), a public repository of structured organic reaction records. The task is: describe an organic reaction: reactants, conditions, products, and yield The reactants are N(=NC(=O)OCC)C(=O)OCC (diethyl azodicarboxylate), OC1=C(C=C(C=C1)N=NC1=CC=C(C=C1)N=NC1=CC=CC=C1)C (4-hydroxy-3-methyl4′-phenylazo-azobenzene), C1(=CC=CC=C1)P(C1=CC=CC=C1)C1=CC=CC=C1 (triphenylphosphine), OCCCCOC(C=C)=O (4-hydroxybutylacrylate). Solvent: C1CCOC1 (THF), C1CCOC1 (THF). Run at temperature -30 celsius, time 45 minute. Yields the product C(C=C)(=O)OCCCCOC1=C(C=C(C=C1)N=NC1=CC=C(C=C1)N=NC1=CC=CC=C1)C (4-(4-Acryloyloxybutyloxy)-3-methyl-4′-phenylazo-azobenzene). As a reaction SMILES: [OH:1][C:2]1[CH:7]=[CH:6][C:5]([N:8]=[N:9][C:10]2[CH:15]=[CH:14][C:13]([N:16]=[N:17][C:18]3[CH:23]=[CH:22][CH:21]=[CH:20][CH:19]=3)=[CH:12][CH:11]=2)=[CH:4][C:3]=1[CH3:24].C1(P(C2C=CC=CC=2)C2C=CC=CC=2)C=CC=CC=1.O[CH2:45][CH2:46][CH2:47][CH2:48][O:49][C:50](=[O:53])[CH:51]=[CH2:52].N(C(OCC)=O)=NC(OCC)=O>C1COCC1>[C:50]([O:49][CH2:48][CH2:47][CH2:46][CH2:45][O:1][C:2]1[CH:7]=[CH:6][C:5]([N:8]=[N:9][C:10]2[CH:15]=[CH:14][C:13]([N:16]=[N:17][C:18]3[CH:23]=[CH:22][CH:21]=[CH:20][CH:19]=3)=[CH:12][CH:11]=2)=[CH:4][C:3]=1[CH3:24])(=[O:53])[CH:51]=[CH2:52]. Procedure: To a solution of 0.63 g of 4-hydroxy-3-methyl4′-phenylazo-azobenzene, 1.05 g of triphenylphosphine and 0.58 g of 4-hydroxybutylacrylate in 10 ml THF; which was cooled to −30° C., was added dropwise a solution of 0.70 g of diethyl azodicarboxylate in 5 ml THF. After complete addition, the reaction mixture was stirred for further 45 min at room temperature, and then concentrated to dryness. The obtained yellow-red residue was purified by filtration on silica using methylenechloride as the eluent t...